From a dataset of the Open Reaction Database (ORD), a public repository of structured organic reaction records. describe an organic reaction: reactants, conditions, products, and yield Yields the product ClC1=CC=C(C=C1)S(=O)(=O)CC1=C2C=CC(=NC2=CC=C1)NCC=1OC(=CC1)C ([5-(4-Chloro-benzenesulfonylmethyl)-quinolin-2-yl]-(5-methyl-furan-2-ylmethyl)-amine), solid. Procedure: (5-Chloromethyl-quinolin-2-yl)-(5-methyl-furan-2-ylmethyl)-amine (55 mg, 0.192 mmol) were dissolved in 1 mL dimethylformamide and 4-chlorobenzenesulphinic acid sodium salt (47 mg, 0.237 mmol) was added. The reaction mixture was stirred at 60° C. for 3 h. Water was added until a suspension was formed and the mixture was stirred for 15 min. The solid was filtered off and dried. The title compound was obtained as a brown solid (53 mg, 65%), MS: m/e=427.4 (M+H+). Reactants: ClCC1=C2C=CC(=NC2=CC=C1)NCC=1OC(=CC1)C ((5-Chloromethyl-quinolin-2-yl)-(5-methyl-furan-2-ylmethyl)-amine), O (Water), [Na+].ClC1=CC=C(C=C1)S(=O)[O-] (4-chlorobenzenesulphinic acid sodium salt). Yield: 65.0%. As a reaction SMILES: Cl[CH2:2][C:3]1[CH:12]=[CH:11][CH:10]=[C:9]2[C:4]=1[CH:5]=[CH:6][C:7]([NH:13][CH2:14][C:15]1[O:16][C:17]([CH3:20])=[CH:18][CH:19]=1)=[N:8]2.[Na+].[Cl:22][C:23]1[CH:28]=[CH:27][C:26]([S:29]([O-:31])=[O:30])=[CH:25][CH:24]=1.O>CN(C)C=O>[Cl:22][C:23]1[CH:28]=[CH:27][C:26]([S:29]([CH2:2][C:3]2[CH:12]=[CH:11][CH:10]=[C:9]3[C:4]=2[CH:5]=[CH:6][C:7]([NH:13][CH2:14][C:15]2[O:16][C:17]([CH3:20])=[CH:18][CH:19]=2)=[N:8]3)(=[O:31])=[O:30])=[CH:25][CH:24]=1 |f:1.2|. The solvent is CN(C=O)C (dimethylformamide). Run at temperature 60 celsius, time 3 hour. The product is CNc1nc(NC2CCC(C(=O)NCc3ccccc3C(F)(F)F)CC2)nc(N2CCCCC2)n1. The reactants are CNc1nc(NC2CCC(C(=O)O)CC2)nc(N2CCCCC2)n1, CN(C)c1ccncc1, ClCCl, NCc1ccccc1C(F)(F)F. RXN SMILES: [CH3:1][NH:2][c:3]1[n:4][c:5]([NH:15][CH:16]2[CH2:17][CH2:18][CH:19]([C:22](=[O:23])[OH:24])[CH2:20][CH2:21]2)[n:6][c:7]([N:9]2[CH2:10][CH2:11][CH2:12][CH2:13][CH2:14]2)[n:8]1.[CH3:37][N:38]([c:39]1[cH:40][cH:41][n:42][cH:43][cH:44]1)[CH3:45].[Cl:46][CH2:47][Cl:48].[F:25][C:26]([c:27]1[c:28]([CH2:29][NH2:30])[cH:31][cH:32][cH:33][cH:34]1)([F:35])[F:36]>>[CH3:1][NH:2][c:3]1[n:4][c:5]([NH:15][CH:16]2[CH2:17][CH2:18][CH:19]([C:22](=[O:23])[NH:30][CH2:29][c:28]3[c:27]([C:26]([F:25])([F:35])[F:36])[cH:34][cH:33][cH:32][cH:31]3)[CH2:20][CH2:21]2)[n:6][c:7]([N:9]2[CH2:10][CH2:11][CH2:12][CH2:13][CH2:14]2)[n:8]1. Reactants: NC1=NC(=C2N=CN(C2=N1)[C@H]1[C@H]([C@H](O)[C@H](O1)CO)F)N (2,6-Diamino-9-(2-deoxy-2-fluoro-β-D-arabinofuranosyl)-9H-purine), [C@@H]1([C@H](O)[C@H](O)[C@@H](CO)O1)N1C=NC=2C(N)=NC=NC12 (adenosine). Solvent: O (water). Run at time 1 day. Yields the product F[C@@H]1[C@@H](O[C@@H]([C@H]1O)CO)N1C=2N=C(NC(C2N=C1)=O)N (9-(2-Deoxy-2-fluoro-β-D-arabinofuranosyl)guanine). Reaction SMILES: [NH2:1][C:2]1[N:10]=[C:9]2[C:5]([N:6]=[CH:7][N:8]2[C@@H:11]2[O:16][C@H:15]([CH2:17][OH:18])[C@@H:13]([OH:14])[C@@H:12]2[F:19])=[C:4](N)[N:3]=1.[C@@H]1(N2C3N=CN=C(N)C=3N=C2)O[C@H](CO)[C@@H](O)[C@H]1[OH:23]>O>[F:19][C@H:12]1[C@H:13]([OH:14])[C@@H:15]([CH2:17][OH:18])[O:16][C@H:11]1[N:8]1[CH:7]=[N:6][C:5]2[C:4](=[O:23])[NH:3][C:2]([NH2:1])=[N:10][C:9]1=2. Procedure details: 2,6-Diamino-9-(2-deoxy-2-fluoro-β-D-arabinofuranosyl)-9H-purine (0.1 g, 0.35 mmoles) prepared as in Example 1, was dissolved in 10 ml of water. Calf intestine adenosine deaminase (10 I.U., Boehringer Mannheim) was added and the solution incubated at 37° C. for one day. The solvent was removed under vacuum. The residue was dissolved in acetonitrile/water (85/15) and chromatographed on silica gel with acetonitrile/water (85/15) as the solvent. Product containing fractions were combined and the sol...